From a dataset of the Open Reaction Database (ORD), a public repository of structured organic reaction records. describe an organic reaction: reactants, conditions, products, and yield Reactants: CC(=O)O[BH-](OC(C)=O)OC(C)=O, CC(=O)O, CC1=NCCOc2ccc3c(ccn3S(=O)(=O)c3ccccc3)c21, ClCCl, [Na+]. Product: CC1NCCOc2ccc3c(ccn3S(=O)(=O)c3ccccc3)c21. RXN SMILES: [C:29]([O:30][BH-:31]([O:32][C:33](=[O:34])[CH3:35])[O:36][C:37](=[O:38])[CH3:39])(=[O:40])[CH3:41].[CH3:1][C:2](=[O:3])[OH:4].[CH3:5][C:6]1=[N:7][CH2:8][CH2:9][O:10][c:11]2[c:12]1[c:13]1[cH:14][cH:15][n:16]([S:20](=[O:21])(=[O:22])[c:23]3[cH:24][cH:25][cH:26][cH:27][cH:28]3)[c:17]1[cH:18][cH:19]2.[Cl:43][CH2:44][Cl:45].[Na+:42]>>[CH3:5][CH:6]1[NH:7][CH2:8][CH2:9][O:10][c:11]2[c:12]1[c:13]1[cH:14][cH:15][n:16]([S:20](=[O:21])(=[O:22])[c:23]3[cH:24][cH:25][cH:26][cH:27][cH:28]3)[c:17]1[cH:18][cH:19]2. Reactants: BrC1=C(C=C(C=2NC3=CC(=CC=C3C12)C(C)(C)O)C(=O)N)Cl (4-bromo-3-chloro-7-(2-hydroxypropan-2-yl)-9H-carbazole-1-carboxamide), BrC1=C(C=C(C=2NC3=CC(=CC=C3C12)C(C)(C)O)C(=O)N)Cl (4-bromo-3-chloro-7-(2-hydroxypropan-2-yl)-9H-carbazole-1-carboxamide), FC=1C=CC=C2C(N(C(NC12)=O)C1=C(C(=CC=C1)B1OC(C(O1)(C)C)(C)C)C)=O (8-fluoro-3-(2-methyl-3-(4,4,5,5-tetramethyl-1,3,2-dioxaborolan-2-yl)phenyl)quinazoline-2,4(1H,3H)-dione), FC=1C=CC=C2C(N(C(NC12)=O)C1=C(C(=CC=C1)B1OC(C(O1)(C)C)(C)C)C)=O (8-fluoro-3-(2-methyl-3-(4,4,5,5-tetramethyl-1,3,2-dioxaborolan-2-yl)phenyl)quinazoline-2,4(1H,3H)-dione), C(=O)([O-])[O-].[Cs+].[Cs+] (Cs2CO3). The reagents and catalysts are C1=CC=C(C=C1)P([C-]2C=CC=C2)C3=CC=CC=C3.C1=CC=C(C=C1)P([C-]2C=CC=C2)C3=CC=CC=C3.Cl[Pd]Cl.[Fe+2].C(Cl)Cl (PdCl2(dppf) DCM). The solvent is CCOC(=O)C (EtOAc), O1CCOCC1 (dioxane), O (water). Run at temperature 100 celsius. Product: ClC=1C=C(C=2NC3=CC(=CC=C3C2C1C1=C(C(=CC=C1)N1C(NC2=C(C=CC=C2C1=O)F)=O)C)C(C)(C)O)C(=O)N (3-chloro-4-(3-(8-fluoro-2,4-dioxo-1,2-dihydroquinazolin-3(4H)-yl)-2-methylphenyl)-7-(2-hydroxypropan-2-yl)-9H-carbazole-1-carboxamide). Yield: 67.0%. Reaction SMILES: Br[C:2]1[C:14]2[C:13]3[C:8](=[CH:9][C:10]([C:15]([OH:18])([CH3:17])[CH3:16])=[CH:11][CH:12]=3)[NH:7][C:6]=2[C:5]([C:19]([NH2:21])=[O:20])=[CH:4][C:3]=1[Cl:22].[F:23][C:24]1[CH:25]=[CH:26][CH:27]=[C:28]2[C:33]=1[NH:32][C:31](=[O:34])[N:30]([C:35]1[CH:40]=[CH:39][CH:38]=[C:37](B3OC(C)(C)C(C)(C)O3)[C:36]=1[CH3:50])[C:29]2=[O:51].C([O-])([O-])=O.[Cs+].[Cs+]>O1CCOCC1.O.CCOC(C)=O.C1C=CC(P(C2C=CC=CC=2)[C-]2C=CC=C2)=CC=1.C1C=CC(P(C2C=CC=CC=2)[C-]2C=CC=C2)=CC=1.Cl[Pd]Cl.[Fe+2].C(Cl)Cl>[Cl:22][C:3]1[CH:4]=[C:5]([C:19]([NH2:21])=[O:20])[C:6]2[NH:7][C:8]3[C:13]([C:14]=2[C:2]=1[C:37]1[CH:38]=[CH:39][CH:40]=[C:35]([N:30]2[C:29](=[O:51])[C:28]4[C:33](=[C:24]([F:23])[CH:25]=[CH:26][CH:27]=4)[NH:32][C:31]2=[O:34])[C:36]=1[CH3:50])=[CH:12][CH:11]=[C:10]([C:15]([OH:18])([CH3:17])[CH3:16])[CH:9]=3 |f:2.3.4,8.9.10.11.12|. Procedure: A mixture of 4-bromo-3-chloro-7-(2-hydroxypropan-2-yl)-9H-carbazole-1-carboxamide [Intermediate 3] (0.360 g, 0.943 mmol), 8-fluoro-3-(2-methyl-3-(4,4,5,5-tetramethyl-1,3,2-dioxaborolan-2-yl)phenyl)quinazoline-2,4(1H,3H)-dione [Intermediate 17] (0.392 g, 0.990 mmol), PdCl2(dppf) DCM adduct (0.039 g, 0.047 mmol) and Cs2CO3 (0.615 g, 1.89 mmol) in dioxane (10 mL) and water (2.5 mL) was heated at 100° C. overnight. The cooled mixture was diluted with EtOAc and washed with water, dried and concentrat... Starting materials: OC(=O)CN1C(C(N=C(C2=C1C=CC=C2)C2=C(C=CC=C2)F)NC(=O)NC2=CC(=CC=C2)C)=O (N-[(3RS)-1-hydroxycarbonylmethyl-5-(2-fluorophenyl)-2,3-dihydro-2-oxo-1H-1,4-benzodiazepin-3-yl]-N'-(3-methylphenyl)urea), Cl.Cl.CN1C2CNCC1CC2 (8-methyl-3,8-diazabicyclo[3.2.1]octane dihydrochloride), Cl.C(C)N=C=NCCCN(C)C (l-ethyl-3-(3'-dimethylaminopropyl)carbodiimide hydrochloride), O.ON1N=NC2=C1C=CC=C2 (1-hydroxy-1H-benzotriazole monohydrate). Solvent: C(C)N(CC)CC (triethylamine), CN(C=O)C (N,N-dimethylformamide), CN(C=O)C (N,N-dimethylformamide). Run at time 8 hour. Product: CC=1C=C(C=CC1)NC(N)=O (N'-(3-methylphenyl)urea). Isolated yield 311.8%. RXN SMILES: OC(CN1C2C=CC=CC=2C(C2C=CC=CC=2F)=NC([NH:23][C:24]([NH:26][C:27]2[CH:32]=[CH:31][CH:30]=[C:29]([CH3:33])[CH:28]=2)=[O:25])C1=O)=O.Cl.Cl.CN1C2CCC1CNC2.Cl.C(N=C=NCCCN(C)C)C.O.ON1C2C=CC=CC=2N=N1>CN(C)C=O.C(N(CC)CC)C>[CH3:33][C:29]1[CH:28]=[C:27]([NH:26][C:24](=[O:25])[NH2:23])[CH:32]=[CH:31][CH:30]=1 |f:1.2.3,4.5,6.7|. Procedure: To a solution of N-[(3RS)-1-hydroxycarbonylmethyl-5-(2-fluorophenyl)-2,3-dihydro-2-oxo-1H-1,4-benzodiazepin-3-yl]-N'-(3-methylphenyl)urea (0.295 g) and 8-methyl-3,8-diazabicyclo[3.2.1]octane dihydrochloride (0.189 g) in N,N-dimethylformamide (10 ml) was added l-ethyl-3-(3'-dimethylaminopropyl)carbodiimide hydrochloride (0.150 g), 1-hydroxy-1H-benzotriazole monohydrate (0.120 g) and a solution of triethylamine (0.255 g) in N,N-dimethylformamide (2 ml). The. mixture was stirred overnight at ambien... Procedure details: To a solution of methyl 3-chloroisoquinoline-1-carboxylate (5.1 g, 23.0 mmol) in MeOH (50 mL) was added NaBH4 (2.17 g, 57.5 mmol). The reaction mixture was stirred at RT for 2 hours. The reaction was quenched with saturated aqueous NH4Cl and the mixture was extracted with EtOAc. The organic layer was separated and dried over Na2SO4, and the solvent was evaporated under reduced pressure to give the title compound as a yellow solid (3.94 g, 88%). ESI-MS m/z [M+H]+ 194. Product: ClC=1N=C(C2=CC=CC=C2C1)CO ((3-chloroisoquinolin-1-yl)methanol). Run at time 2 hour. As a reaction SMILES: [Cl:1][C:2]1[N:3]=[C:4]([C:12](OC)=[O:13])[C:5]2[C:10]([CH:11]=1)=[CH:9][CH:8]=[CH:7][CH:6]=2.[BH4-].[Na+]>CO>[Cl:1][C:2]1[N:3]=[C:4]([CH2:12][OH:13])[C:5]2[C:10]([CH:11]=1)=[CH:9][CH:8]=[CH:7][CH:6]=2 |f:1.2|. Isolated yield 88.5%. Solvent: CO (MeOH). Starting materials: ClC=1N=C(C2=CC=CC=C2C1)C(=O)OC (methyl 3-chloroisoquinoline-1-carboxylate), [BH4-].[Na+] (NaBH4). The reactants are ClC1=C(C(=CC=C1)C#N)C=1NC(C(=CC1C(=O)N1CC(C1)OC)C1=CC=CC=C1)=O (1-[[2-(2-chloro-6-cyanophenyl)-1,6-dihydro-6-oxo-5-phenyl -3-pyridyl]carbonyl]-3-methoxyazetidine), C(C)(=O)O (acetic acid). Reagents/catalysts: [Zn] (zinc). Solvent: O (water). Yields the product ClC=1C=CC=C2CN3C(C12)=C(C=C(C3=O)C3=CC=CC=C3)C(=O)N3CC(C3)OC (1-[(10-chloro-4,6-dihydro-4-oxo-3-phenylpyrido[2,1-a]isoindole-1-yl)carbonyl]-3-methoxyazetidine). Yield: 2.0%. RXN SMILES: [Cl:1][C:2]1[CH:7]=[CH:6][CH:5]=[C:4]([C:8]#N)[C:3]=1[C:10]1[NH:11][C:12](=[O:30])[C:13]([C:24]2[CH:29]=[CH:28][CH:27]=[CH:26][CH:25]=2)=[CH:14][C:15]=1[C:16]([N:18]1[CH2:21][CH:20]([O:22][CH3:23])[CH2:19]1)=[O:17].C(O)(=O)C>[Zn].O>[Cl:1][C:2]1[CH:7]=[CH:6][CH:5]=[C:4]2[C:3]=1[C:10]1=[C:15]([C:16]([N:18]3[CH2:21][CH:20]([O:22][CH3:23])[CH2:19]3)=[O:17])[CH:14]=[C:13]([C:24]3[CH:29]=[CH:28][CH:27]=[CH:26][CH:25]=3)[C:12](=[O:30])[N:11]1[CH2:8]2. Procedure: A mixture of 1. 17 g of 1-[[2-(2-chloro-6-cyanophenyl)-1,6-dihydro-6-oxo-5-phenyl -3-pyridyl]carbonyl]-3-methoxyazetidine, 0.91 g of zinc powder and 25 ml of acetic acid was heated to boiling under reflux for 15 minutes under argon. The reaction mixture was then poured into 125 ml of water, whereupon the separated crystals were filtered off under suction and washed with water. The aqueous phase was exhaustively extracted with methylene chloride. The combined organic phases were evaporated and th... Reactants: C[Si](C)(C)C#CC1=CNC=2N=CN=CC21 (5-[(trimethylsilyl)ethynyl]-7H-pyrrolo[2,3-d]pyrimidine), C([O-])([O-])=O.[K+].[K+] (potassium carbonate). The solvent is CO (MeOH), CCOC(=O)C (EtOAc). Product: C(#C)C1=CNC=2N=CN=CC21 (5-ethynyl-7H-pyrrolo[2,3-d]pyrimidine). Isolated yield 86.7%. Reaction SMILES: C[Si]([C:5]#[C:6][C:7]1[C:15]2[CH:14]=[N:13][CH:12]=[N:11][C:10]=2[NH:9][CH:8]=1)(C)C.C(=O)([O-])[O-].[K+].[K+]>CO.CCOC(C)=O>[C:6]([C:7]1[C:15]2[CH:14]=[N:13][CH:12]=[N:11][C:10]=2[NH:9][CH:8]=1)#[CH:5] |f:1.2.3|. Procedure: 5-[(trimethylsilyl)ethynyl]-7H-pyrrolo[2,3-d]pyrimidine (0.320 g, 1.49 mmol) and potassium carbonate (0.513 g, 3.72 mmol) were stirred in MeOH (6 mL) for 18 hours. The mixture was diluted with EtOAc, washed with saturated ammonium chloride, brine, dried over anhydrous magnesium sulfate, filtered and concentrated to give the title compound as an orange solid (0.185 g, 87%). Starting materials: N1C=C(C2=CC=CC=C12)C1=CC2CCC(C1)N2 (3-(indol-3-yl)-8-azabicyclo[3.2.1]oct-2-ene). Reagents/catalysts: [Pd] (palladium on carbon). The product is N1C=C(C2=CC=CC=C12)C1CC2CCC(C1)N2 (3-(indol-3-yl)-8-azabicyclo[3.2.1]octane). RXN SMILES: [NH:1]1[C:9]2[C:4](=[CH:5][CH:6]=[CH:7][CH:8]=2)[C:3]([C:10]2[CH2:16][CH:15]3[NH:17][CH:12]([CH2:13][CH2:14]3)[CH:11]=2)=[CH:2]1>[Pd]>[NH:1]1[C:9]2[C:4](=[CH:5][CH:6]=[CH:7][CH:8]=2)[C:3]([CH:10]2[CH2:16][CH:15]3[NH:17][CH:12]([CH2:13][CH2:14]3)[CH2:11]2)=[CH:2]1. Procedure: The 3-(indol-3-yl)-8-azabicyclo[3.2.1]oct-2-ene may be hydrogenated over a precious metal catalyst, such as palladium on carbon, to give the corresponding 3-(indol-3-yl)-8-azabicyclo[3.2.1]octane. For those compounds of the invention where the indole moiety is substituted with bromo, a hydrogenation catalyst such as sulfided platinum on carbon, platinum oxide, or a mixed catalyst system of sulfided platinum on carbon with platinum oxide is used to prevent hydrogenolysis of the bromo substituent ...